This data is from the Open Reaction Database (ORD), a public repository of structured organic reaction records. The task is: describe an organic reaction: reactants, conditions, products, and yield The reactants are CC(Oc1ccc(-c2ccc(Cl)cc2)cc1)(C(=O)Cl)C(F)(F)F, N. Product: CC(Oc1ccc(-c2ccc(Cl)cc2)cc1)(C(N)=O)C(F)(F)F. As a reaction SMILES: [Cl:2][c:3]1[cH:4][cH:5][c:6](-[c:9]2[cH:10][cH:11][c:12]([O:13][C:14]([C:15](=[O:16])[Cl:17])([C:18]([F:19])([F:20])[F:21])[CH3:22])[cH:23][cH:24]2)[cH:7][cH:8]1.[NH3:1]>>[NH2:1][C:15]([C:14]([O:13][c:12]1[cH:11][cH:10][c:9](-[c:6]2[cH:5][cH:4][c:3]([Cl:2])[cH:8][cH:7]2)[cH:24][cH:23]1)([C:18]([F:19])([F:20])[F:21])[CH3:22])=[O:16]. Isolated yield 70.0%. Procedure details: In an high pressure autoclave, 5-chloro-1,3-dihydro-indol-2-one (5 g, 0.029 mol), paraformaldehyde (1.07 g) and toluene (60 ml) are heated up to 120° C. for 4 h. The mixture is cooled down to room temperature, diluted with ether and filtrated to give 5-chloro-1-hydroxymethyl-1,3-dihydro-indol-2-one a22 as white crystals (4.03 g, 70%). Starting materials: ClC=1C=C2CC(NC2=CC1)=O (5-chloro-1,3-dihydro-indol-2-one), C=O (paraformaldehyde), C1(=CC=CC=C1)C (toluene). Yields the product ClC=1C=C2CC(N(C2=CC1)CO)=O (5-chloro-1-hydroxymethyl-1,3-dihydro-indol-2-one), crystals. The solvent is CCOCC (ether). As a reaction SMILES: [Cl:1][C:2]1[CH:3]=[C:4]2[C:8](=[CH:9][CH:10]=1)[NH:7][C:6](=[O:11])[CH2:5]2.[CH2:12]=[O:13].C1(C)C=CC=CC=1>CCOCC>[Cl:1][C:2]1[CH:3]=[C:4]2[C:8](=[CH:9][CH:10]=1)[N:7]([CH2:12][OH:13])[C:6](=[O:11])[CH2:5]2. Starting materials: CO, CO, COC(=O)c1c[se]c(C2OC(CO)C(O)C2O)n1, ClCCl, N. Product: NC(=O)c1c[se]c(C2OC(CO)C(O)C2O)n1. Reaction SMILES: [CH3:20][OH:21].[CH3:25][OH:26].[CH:1]1([c:10]2[se:11][cH:12][c:13]([C:15]([O:17][CH3:16])=[O:18])[n:14]2)[CH:2]([OH:3])[CH:4]([OH:5])[CH:6]([CH2:8][OH:9])[O:7]1.[Cl:22][CH2:23][Cl:24].[NH3:19]>>[CH:1]1([c:10]2[se:11][cH:12][c:13]([C:15](=[O:17])[NH2:19])[n:14]2)[CH:2]([OH:3])[CH:4]([OH:5])[CH:6]([CH2:8][OH:9])[O:7]1.